Dataset: the Open Reaction Database (ORD), a public repository of structured organic reaction records. Task: describe an organic reaction: reactants, conditions, products, and yield The reactants are C1C2=CC=CC=C2CO1 (phthalan), B(Br)(Br)Br (BBr3). Run in C(Cl)Cl (CH2Cl2), C(Cl)Cl (CH2Cl2). Yields the product BrCC1=C(C=CC=C1)CO (2-(Bromomethyl)benzenemethanol). The yield is 80.0%. As a reaction SMILES: B(Br)(Br)[Br:2].[CH2:5]1[O:13][CH2:12][C:11]2[C:6]1=[CH:7][CH:8]=[CH:9][CH:10]=2>C(Cl)Cl>[Br:2][CH2:5][C:6]1[CH:7]=[CH:8][CH:9]=[CH:10][C:11]=1[CH2:12][OH:13]. Reported procedure: To a solution of 1M BBr3 in CH2Cl2 (49.2 mL, 49.2 mmol) cooled at 0° C. was added dropwise over 45 minutes a solution of phthalan (17.40 g, 142.6 mmol) in CH2Cl2 (30 mL). After the addition, the mixture was heated to reflux (oil bath) for 1 hour, then cooled to room temperature and quenched with water (50 mL). The mixture was washed with H2O (100 mL), 50% saturated NaHCO3 (100 mL), H2O (100 mL), brine, dried (MgSO4) and concentrated in vacuo to give a brownish solid, which was crystallized from ... Starting materials: COC1=C(C=CC(=C1OC)OC)C(C(C)([N+](=O)[O-])C)Cl (1-(2,3,4-trimethoxyphenyl)-1-chloro-2-methyl-2-nitropropane), C(C)O (ethanol). Reagents/catalysts: [C].[Pd] (palladium-carbon). Solvent: [H][H] (hydrogen), [H][H] (hydrogen). The product is COC1=C(C=CC(=C1OC)OC)CC(C)([N+](=O)[O-])C (1-(2,3,4-trimethoxyphenyl)-2-methyl-2-nitropropane). Yield: 89.1%. As a reaction SMILES: [CH3:1][O:2][C:3]1[C:8]([O:9][CH3:10])=[C:7]([O:11][CH3:12])[CH:6]=[CH:5][C:4]=1[CH:13](Cl)[C:14]([CH3:19])([N+:16]([O-:18])=[O:17])[CH3:15].C(O)C>[H][H].[C].[Pd]>[CH3:1][O:2][C:3]1[C:8]([O:9][CH3:10])=[C:7]([O:11][CH3:12])[CH:6]=[CH:5][C:4]=1[CH2:13][C:14]([CH3:19])([N+:16]([O-:18])=[O:17])[CH3:15] |f:3.4|. Reported procedure: A mixture of 5 g of 1-(2,3,4-trimethoxyphenyl)-1-chloro-2-methyl-2-nitropropane, 2 g of 10% palladium-carbon and 50 ml of ethanol is shaken at room temperature in hydrogen gas atmosphere under atmospheric pressure. After the uptake of hydrogen is completed, insoluble materials are removed by filtration, and the filtrate is evaporated to remove solvent. 3.95 g of 1-(2,3,4-trimethoxyphenyl)-2-methyl-2-nitropropane are thereby obtained as a yellow oil. The reactants are O=C([O-])O, COC(=O)c1cccc(CBr)c1, N#Cc1c(N)nc(S)c(C#N)c1C1CCCCO1, [Na+], CN(C)C=O. The product is COC(=O)c1cccc(CSc2nc(N)c(C#N)c(C3CCCCO3)c2C#N)c1. RXN SMILES: [C:1](=[O:2])([OH:3])[O-:4].[CH3:24][O:25][C:26]([c:27]1[cH:28][c:29]([CH2:33][Br:34])[cH:30][cH:31][cH:32]1)=[O:35].[NH2:6][c:7]1[n:8][c:9]([SH:23])[c:10]([C:21]#[N:22])[c:11]([CH:15]2[O:16][CH2:17][CH2:18][CH2:19][CH2:20]2)[c:12]1[C:13]#[N:14].[Na+:5].[O:36]=[CH:37][N:38]([CH3:39])[CH3:40]>>[NH2:6][c:7]1[n:8][c:9]([S:23][CH2:33][c:29]2[cH:28][c:27]([C:26]([O:25][CH3:24])=[O:35])[cH:32][cH:31][cH:30]2)[c:10]([C:21]#[N:22])[c:11]([CH:15]2[O:16][CH2:17][CH2:18][CH2:19][CH2:20]2)[c:12]1[C:13]#[N:14].